Dataset: the Open Reaction Database (ORD), a public repository of structured organic reaction records. Task: describe an organic reaction: reactants, conditions, products, and yield The reactants are CN1C(=NC=2N(C(N(C(C12)=O)CCC)=O)CCC)\C=C/C1=CC=C(C=C1)C(=O)O ((Z)-β-(7-Methyl-1,3-dipropylxanthin-8-yl)styrene-4-carboxylic acid), II (iodine), aqueous solution, S(=S)(=O)([O-])[O-].[Na+].[Na+] (sodium thiosulfate), C(Cl)(Cl)Cl (chloroform). Solvent: C1(=CC=CC=C1)C (toluene). Product: CN1C(=NC=2N(C(N(C(C12)=O)CCC)=O)CCC)\C=C\C1=CC=C(C=C1)C(=O)O ((E)-β-(7-Methyl-1,3-dipropylxanthin-8-yl)styrene-4-carboxylic acid). Yield: 59.3%. As a reaction SMILES: [CH3:1][N:2]1[C:10]2[C:9](=[O:11])[N:8]([CH2:12][CH2:13][CH3:14])[C:7](=[O:15])[N:6]([CH2:16][CH2:17][CH3:18])[C:5]=2[N:4]=[C:3]1/[CH:19]=[CH:20]\[C:21]1[CH:26]=[CH:25][C:24]([C:27]([OH:29])=[O:28])=[CH:23][CH:22]=1.II.S([O-])([O-])(=O)=S.[Na+].[Na+].C(Cl)(Cl)Cl>C1(C)C=CC=CC=1>[CH3:1][N:2]1[C:10]2[C:9](=[O:11])[N:8]([CH2:12][CH2:13][CH3:14])[C:7](=[O:15])[N:6]([CH2:16][CH2:17][CH3:18])[C:5]=2[N:4]=[C:3]1/[CH:19]=[CH:20]/[C:21]1[CH:22]=[CH:23][C:24]([C:27]([OH:29])=[O:28])=[CH:25][CH:26]=1 |f:2.3.4|. Procedure details: A solution of 1.25 g (3.15 mmol) of Compound 18 obtained in Example 17 and 40 mg (0.32 mmol) of iodine in 125 ml of toluene was heated under reflux for 6.5 hours. After cooling, a 0.1M aqueous solution of sodium thiosulfate and chloroform were added thereto, followed by stirring. The precipitated crystals were collected by filtration, and recrystallized from ethanol to give 740 mg (yield 59%) of Compound 19 as ocher needles.